Task: describe an organic reaction: reactants, conditions, products, and yield. Dataset: the Open Reaction Database (ORD), a public repository of structured organic reaction records Reported procedure: Add a solution of 8.1 g of sodium in 160 ml of ethanol dropwise at 90°, with stirring, in a stream of nitrogen to 83.4 g of 2-dimethylamino-1-methyl-1-pyrrolinium-methylsulfate and 48.3 g of 3-methoxyphenylacetic acid ethyl ester. Stir the resulting reaction mixture for a further 30 minutes at 90° and then distribute the reaction mixture between 300 ml of water and 300 ml of diethyl ether. Concentrate the ether phase and boil the residue with conc. hydrochloric acid until carbon dioxide ceases t... RXN SMILES: [Na].CN(C)[C:4]1[CH2:8][CH2:7][CH2:6][N+:5]=1[CH3:9].COS([O-])(=O)=O.C(OC(=O)[CH2:21][C:22]1[CH:27]=[CH:26][CH:25]=[C:24]([O:28][CH3:29])[CH:23]=1)C.O>C(O)C.C(OCC)C>[CH3:29][O:28][C:24]1[CH:23]=[C:22]([CH:27]=[CH:26][CH:25]=1)[CH2:21][CH:4]1[CH2:8][CH2:7][CH2:6][N:5]1[CH3:9] |f:1.2,^1:0|. The reactants are O (water), CN(C1=[N+](CCC1)C)C.COS(=O)(=O)[O-] (2-dimethylamino-1-methyl-1-pyrrolinium methylsulfate), C(C)OC(CC1=CC(=CC=C1)OC)=O (3-methoxyphenylacetic acid ethyl ester), [Na] (sodium). The product is COC=1C=C(CC2N(CCC2)C)C=CC1 (2-(3-methoxybenzyl)-1-methylpyrrolidine). Solvent: C(C)O (ethanol), C(C)OCC (diethyl ether). The reactants are C(#N)[C@H]1N(CCC1)C(=O)OC(C)(C)C ((S)-tert-butyl 2-cyanopyrrolidine-1-carboxylate), C(=O)(C(F)(F)F)O (TFA), C(CCCCCCCCCC)C1=CC=C(C(=O)O)C=C1 (4-undecylbenzoic acid). Run in hexanes, CCOC(=O)C (EtOAc). The product is C(CCCCCCCCCC)C1=CC=C(C(=O)N2[C@@H](CCC2)C#N)C=C1 ((S)-1-(4-undecylbenzoyl)pyrrolidine-2-carbonitrile). Isolated yield 40.9%. As a reaction SMILES: [C:1]([C@@H:3]1[CH2:7][CH2:6][CH2:5][N:4]1[C:8]([O:10]C(C)(C)C)=O)#[N:2].C(O)(C(F)(F)F)=O.[CH2:22]([C:33]1[CH:41]=[CH:40][C:36](C(O)=O)=[CH:35][CH:34]=1)[CH2:23][CH2:24][CH2:25][CH2:26][CH2:27][CH2:28][CH2:29][CH2:30][CH2:31][CH3:32]>CCOC(C)=O>[CH2:22]([C:33]1[CH:34]=[CH:35][C:36]([C:8]([N:4]2[CH2:5][CH2:6][CH2:7][C@H:3]2[C:1]#[N:2])=[O:10])=[CH:40][CH:41]=1)[CH2:23][CH2:24][CH2:25][CH2:26][CH2:27][CH2:28][CH2:29][CH2:30][CH2:31][CH3:32]. Procedure details: General procedure D was used to deprotect 0.447 grams (2.3 mmols) of 28. After standard work-up procedures, general procedure E was used to couple 2.3 mmols of the TFA salt of 28 to 0.635 grams (2.3 mmols) of 4-undecylbenzoic acid at 50° C. After work-up, 0.334 grams (0.94 mmols, 41%) of the title product was isolated as a yellow solid by flash chromatography (25% EtOAc in hexanes). 1H NMR (300 MHz, CDCl3) δ 7.24 (dd, J=12.2, 4.4 Hz, 2H), 7.04 (t, J=7.7 Hz, 2H), 4.97 (s, 1H), 3.88 (s, 1H), 3.31 ... Starting materials: C(C)(=S)N (Thioacetamide), ClCC(=O)C=1C=C2CC(NC2=CC1)=O (5-(2-chloro-acetyl)-1,3-dihydro-indol-2-one). The solvent is C(C)(=O)O (acetic acid). Conditions: temperature 80 celsius, time 16 hour. The product is Cl.CC=1SC=C(N1)C=1C=C2CC(NC2=CC1)=O (5-(2-Methyl-thiazol4-yl)-1,3-dihydro-indol-2-one hydrochloride). Yield: 93.7%. Reaction SMILES: [C:1]([NH2:4])(=[S:3])[CH3:2].[Cl:5][CH2:6][C:7]([C:9]1[CH:10]=[C:11]2[C:15](=[CH:16][CH:17]=1)[NH:14][C:13](=[O:18])[CH2:12]2)=O>C(O)(=O)C>[ClH:5].[CH3:2][C:1]1[S:3][CH:6]=[C:7]([C:9]2[CH:10]=[C:11]3[C:15](=[CH:16][CH:17]=2)[NH:14][C:13](=[O:18])[CH2:12]3)[N:4]=1 |f:3.4|. Reported procedure: Thioacetamide (90 mg, 1.2 mmol) was added to a slurry of 5-(2-chloro-acetyl)-1,3-dihydro-indol-2-one (250 mg,1.2 mmol) in acetic acid (3 mL). The reaction temperature was increased to 80° C. and stirred at this temperature for 16 h. The reaction mixture was cooled to room temperature and the resultant precipitate was collected by filtration. The solid was washed with EtOAc (2×20 mL) and ether (2×20 mL) and dried in vacuo to afford a cream colored solid (300 mg, 94% yield). 1H NMR (DMSO-d6) δ2.74...